The task is: describe an organic reaction: reactants, conditions, products, and yield. This data is from the Open Reaction Database (ORD), a public repository of structured organic reaction records. Reactants: C1(=CC=CC=C1)C(C1=CC=C(C=C1)OC)(C1=CC=CC=C1)Cl (Diphenyl(p-methoxyphenyl)methyl chloride), C(C(=C)C)(=O)[O-].[K+] (potassium methacrylate). Yields the product C(C(=C)C)(=O)OC(C1=CC=C(C=C1)OC)(C1=CC=CC=C1)C1=CC=CC=C1 (diphenyl(p-methoxyphenyl)methyl methacrylate). RXN SMILES: [C:1]1([C:7](Cl)([C:16]2[CH:21]=[CH:20][CH:19]=[CH:18][CH:17]=2)[C:8]2[CH:13]=[CH:12][C:11]([O:14][CH3:15])=[CH:10][CH:9]=2)[CH:6]=[CH:5][CH:4]=[CH:3][CH:2]=1.[C:23]([O-:28])(=[O:27])[C:24]([CH3:26])=[CH2:25].[K+]>>[C:23]([O:28][C:7]([C:16]1[CH:21]=[CH:20][CH:19]=[CH:18][CH:17]=1)([C:1]1[CH:6]=[CH:5][CH:4]=[CH:3][CH:2]=1)[C:8]1[CH:9]=[CH:10][C:11]([O:14][CH3:15])=[CH:12][CH:13]=1)(=[O:27])[C:24]([CH3:26])=[CH2:25] |f:1.2|. Reported procedure: Diphenyl(p-methoxyphenyl)methyl chloride was reacted with potassium methacrylate using the procedure of Example 1 to produce diphenyl(p-methoxyphenyl)methyl methacrylate (hereinafter abbreviated to MTMA). Reactants: [Br-], CC[Mg+], CCCN1CC(C)=C(Cl)C2=C1N1CN(OC)C=C1C=N2, C1CCOC1. Product: CCCN1CC(C)=C(CC)C2=C1N1CN(OC)C=C1C=N2. As a reaction SMILES: [Br-:21].[CH2:22]([CH3:23])[Mg+:24].[Cl:1][C:2]1=[C:3]([CH3:20])[CH2:4][N:5]([CH2:17][CH2:18][CH3:19])[C:6]2=[C:7]1[N:8]=[CH:9][C:10]1=[CH:14][N:13]([O:15][CH3:16])[CH2:12][N:11]21.[O:25]1[CH2:26][CH2:27][CH2:28][CH2:29]1>>[C:2]1([CH2:22][CH3:23])=[C:3]([CH3:20])[CH2:4][N:5]([CH2:17][CH2:18][CH3:19])[C:6]2=[C:7]1[N:8]=[CH:9][C:10]1=[CH:14][N:13]([O:15][CH3:16])[CH2:12][N:11]21.